describe an organic reaction: reactants, conditions, products, and yield From a dataset of the Open Reaction Database (ORD), a public repository of structured organic reaction records. Reactants: C(C)(C)(C)OC(=O)N[C@@H](C(=O)OC)C1=CC=C(C=C1)O ((R)-methyl 2-(tert-butoxycarbonylamino)-2-(4-hydroxyphenyl)acetate), CCOC(=O)/N=N/C(=O)OCC (diethylazodicarboxylate), CC(CO)CCC (2-methylpentan-1-ol), C1(=CC=CC=C1)P(C1=CC=CC=C1)C1=CC=CC=C1 (triphenylphosphine). Run in O1CCCC1 (tetrahydrofuran), O (water). Run at time 10 minute. The product is C(C)(C)(C)OC(=O)N[C@@H](C(=O)OC)C1=CC=C(C=C1)OCC(CCC)C ((2R)-methyl 2-(tert-butoxycarbonylamino)-2-(4-(2-methylpentyloxy)phenyl)acetate). The yield is 98.2%. Reaction SMILES: [C:1]([O:5][C:6]([NH:8][C@H:9]([C:14]1[CH:19]=[CH:18][C:17]([OH:20])=[CH:16][CH:15]=1)[C:10]([O:12][CH3:13])=[O:11])=[O:7])([CH3:4])([CH3:3])[CH3:2].[CH3:21][CH:22]([CH2:25][CH2:26][CH3:27])[CH2:23]O.C1(P(C2C=CC=CC=2)C2C=CC=CC=2)C=CC=CC=1.CCOC(/N=N/C(OCC)=O)=O>O1CCCC1.O>[C:1]([O:5][C:6]([NH:8][C@H:9]([C:14]1[CH:19]=[CH:18][C:17]([O:20][CH2:21][CH:22]([CH3:23])[CH2:25][CH2:26][CH3:27])=[CH:16][CH:15]=1)[C:10]([O:12][CH3:13])=[O:11])=[O:7])([CH3:4])([CH3:2])[CH3:3]. Reported procedure: (R)-methyl 2-(tert-butoxycarbonylamino)-2-(4-hydroxyphenyl)acetate (23.00 g, 82 mmol), 2-methylpentan-1-ol (16.70 g, 163 mmol), and triphenylphosphine (36.46 g, 139 mmol) were combined in tetrahydrofuran (600 mL). After stirring 10 min, diethylazodicarboxylate (21.9 mL, 138 mmol) was added via syringe at room temperature. The reaction was mildly exothermic resulting in the temperature rising to the mid thirties ° C. during the addition. Intermittent cooling with a tap water bath was used to prev... Starting materials: C1(CCCC1)OC=1C=C(C=O)C=CC1OC (3-cyclopentoxy-4-methoxybenzaldehyde), O1CCCC1 (tetrahydrofuran), oil, [H-].[Na+] (sodium hydride), CC(C)(C(=O)[O-])P(=O)(O)OC (trimethylphosphonoacetate), O1CCCC1 (tetrahydrofuran). Product: C1(CCCC1)OC=1C=C(C=CC1OC)/C=C/C(=O)OC (Methyl 3-(3-cyclopentoxy-4-methoxyphenyl)-E-propenoate). RXN SMILES: [H-].[Na+].C[C:4](P(OC)(O)=O)([C:6]([O-:8])=[O:7])[CH3:5].[CH:14]1([O:19][C:20]2[CH:21]=[C:22]([CH:25]=[CH:26][C:27]=2[O:28][CH3:29])C=O)[CH2:18][CH2:17][CH2:16][CH2:15]1.O1CCC[CH2:31]1>>[CH:14]1([O:19][C:20]2[CH:21]=[C:22](/[CH:5]=[CH:4]/[C:6]([O:8][CH3:31])=[O:7])[CH:25]=[CH:26][C:27]=2[O:28][CH3:29])[CH2:15][CH2:16][CH2:17][CH2:18]1 |f:0.1|. Procedure details: To a stirred suspension of 7.5 g (0.16 mol) of a 50% oil suspension of sodium hydride (previously washed with three, 10 mL portions of hexane) in 600 mL of dry tetrahydrofuran under a nitrogen atmosphere was added dropwise at room temperature 16.5 mL (0.10 mol) of trimethylphosphonoacetate in 100 mL of dry tetrahydrofuran over a 20 minute period. The white suspension was stirred for an additional 2 hours after which time 20.4 g (0.09 mol) of 3-cyclopentoxy-4-methoxybenzaldehyde in 150 mL of dry ...